This data is from the Open Reaction Database (ORD), a public repository of structured organic reaction records. The task is: describe an organic reaction: reactants, conditions, products, and yield Starting materials: Cl (HCl), ClC1=C(OCCN(C)CCC2=CC(=C(C=C2)OC)OC)C=CC(=C1)NS(=O)(=O)C (1-(2-chloro-4-methanesulfonamidophenoxy]-2-[N-(3,4-dimethoxyphenethyl)-N-methylamino]ethane), ( 4 ), OS(=O)(=O)O.[NH4+].[Cl-] (H2SO4 NH4Cl). Run in C(C)(=O)OCC (ethyl acetate). Product: titled compound, Cl.ClC1=C(OCCN(C)CCC2=CC(=C(C=C2)OC)OC)C=CC(=C1)NS(=O)(=O)C (1-(2-chloro-4-methanesulfonamidophenoxy)-2-[N-(3,4-dimethoxyphenethyl)-N-methylamino]ethane hydrochloride). The yield is 197.0%. RXN SMILES: [Cl:1][C:2]1[CH:24]=[C:23]([NH:25][S:26]([CH3:29])(=[O:28])=[O:27])[CH:22]=[CH:21][C:3]=1[O:4][CH2:5][CH2:6][N:7]([CH2:9][CH2:10][C:11]1[CH:16]=[CH:15][C:14]([O:17][CH3:18])=[C:13]([O:19][CH3:20])[CH:12]=1)[CH3:8].Cl.OS(O)(=O)=O.[NH4+].[Cl-]>C(OCC)(=O)C>[ClH:1].[Cl:1][C:2]1[CH:24]=[C:23]([NH:25][S:26]([CH3:29])(=[O:27])=[O:28])[CH:22]=[CH:21][C:3]=1[O:4][CH2:5][CH2:6][N:7]([CH2:9][CH2:10][C:11]1[CH:16]=[CH:15][C:14]([O:17][CH3:18])=[C:13]([O:19][CH3:20])[CH:12]=1)[CH3:8] |f:2.3.4,6.7|. Procedure: A portion (1.6 g, 3.6 mmol) of the 1-(2-chloro-4-methanesulfonamidophenoxy]-2-[N-(3,4-dimethoxyphenethyl)-N-methylamino]ethane produced in (4) above was dissolved in ethyl acetate (50 ml) and, thereafter, HCl was injected in a gaseous state (H2SO4 +NH4Cl) into the resulting solution as it was stirred at ordinary temperatures, thereby forming a precipitate. When no more precipitate was formed, the solvent was evaporated to yield the titled compound 1-(2-chloro-4-methanesulfonamidophenoxy)-2-[N-(3... The reactants are 1f, FC1=CC=C(C=C1)C(F)(F)F (1-fluoro-4-trifluoromethyl-benzene), C(C)C1=C(C(=NO1)C1=CC=C(C=C1)F)C=1N=CNC1 (5-ethyl-3-(4-fluoro-phenyl)-4-(1H-imidazole-4-yl)-isoxazole). The product is C(C)C1=C(C(=NO1)C1=CC=C(C=C1)F)C=1N=CN(C1)C1=CC=C(C=C1)C(F)(F)F (5-Ethyl-3-(4-fluoro-phenyl)-4-[1-(4-trifluoromethyl-phenyl)-1H-imidazol-4-yl]-isoxazole). Isolated yield 33.0%. Reaction SMILES: F[C:2]1[CH:7]=[CH:6][C:5]([C:8]([F:11])([F:10])[F:9])=[CH:4][CH:3]=1.[CH2:12]([C:14]1[O:18][N:17]=[C:16]([C:19]2[CH:24]=[CH:23][C:22]([F:25])=[CH:21][CH:20]=2)[C:15]=1[C:26]1[N:27]=[CH:28][NH:29][CH:30]=1)[CH3:13]>>[CH2:12]([C:14]1[O:18][N:17]=[C:16]([C:19]2[CH:24]=[CH:23][C:22]([F:25])=[CH:21][CH:20]=2)[C:15]=1[C:26]1[N:27]=[CH:28][N:29]([C:2]2[CH:7]=[CH:6][C:5]([C:8]([F:11])([F:10])[F:9])=[CH:4][CH:3]=2)[CH:30]=1)[CH3:13]. Reported procedure: As described for 1f, 1-fluoro-4-trifluoromethyl-benzene was converted, using 5-ethyl-3-(4-fluoro-phenyl)-4-(1H-imidazole-4-yl)-isoxazole (100 mg, 0.39 mmol) instead of 4-(1H-imidazol-4-yl)-3-phenyl-isoxazole was converted to the title compound (52 mg, 33%) which was obtained as an off-white solid. MS: m/e=402.1 [M+H]+. Starting materials: CC(C)(C)OC(=O)NCCCCc1ccc(OCCN(CC(O)C(O)CO)CC(O)C(O)CO)cc1, CCO, Cl. Product: NCCCCc1ccc(OCCN(CC(O)C(O)CO)CC(O)C(O)CO)cc1. As a reaction SMILES: [C:1]([O:2][C:3](=[O:4])[NH:7][CH2:8][CH2:9][CH2:10][CH2:11][c:12]1[cH:13][cH:14][c:15]([O:18][CH2:19][CH2:20][N:21]([CH2:22][CH:23]([CH:24]([CH2:25][OH:26])[OH:27])[OH:28])[CH2:29][CH:30]([CH:31]([CH2:32][OH:33])[OH:34])[OH:35])[cH:16][cH:17]1)([CH3:5])([CH3:6])[CH3:36].[CH3:38][CH2:39][OH:40].[ClH:37]>>[NH2:7][CH2:8][CH2:9][CH2:10][CH2:11][c:12]1[cH:13][cH:14][c:15]([O:18][CH2:19][CH2:20][N:21]([CH2:22][CH:23]([CH:24]([CH2:25][OH:26])[OH:27])[OH:28])[CH2:29][CH:30]([CH:31]([CH2:32][OH:33])[OH:34])[OH:35])[cH:16][cH:17]1. The reactants are CS(=O)(=O)NC=1C=CC2=C(C(CC3(CCN(CC3)CCSC)O2)=O)C1 (6-methanesulfonamido-3,4-dihydro-1'-(2-methylthioethyl)spiro[(2H)-1-benzopyran-2,4'-piperidine]-4-one), OOS(=O)[O-].[K+] (Oxone), O (water), C(=O)(O)[O-].[Na+] (NaHCO3). Run in CO (methanol). Run at temperature 25 celsius, time 2 hour. Yields the product CS(=O)(=O)NC=1C=CC2=C(C(CC3(CCN(CC3)CCS(=O)(=O)C)O2)=O)C1 (6-Methanesulfonamido-3,4-dihydro-1'-(2-methanesulfonylethyl)spiro[(2H)-1-benzopyran-2,4'-piperidine]-4-one). Isolated yield 44.6%. RXN SMILES: [CH3:1][S:2]([NH:5][C:6]1[CH:7]=[CH:8][C:9]2[O:23][C:13]3([CH2:18][CH2:17][N:16]([CH2:19][CH2:20]SC)[CH2:15][CH2:14]3)[CH2:12][C:11](=[O:24])[C:10]=2[CH:25]=1)(=O)=[O:3].O[O:27][S:28]([O-:30])=O.[K+].[C:32]([O-])(O)=O.[Na+].[OH2:37]>CO>[CH3:1][S:2]([NH:5][C:6]1[CH:7]=[CH:8][C:9]2[O:23][C:13]3([CH2:18][CH2:17][N:16]([CH2:19][CH2:20][S:28]([CH3:32])(=[O:30])=[O:27])[CH2:15][CH2:14]3)[CH2:12][C:11](=[O:24])[C:10]=2[CH:25]=1)(=[O:3])=[O:37] |f:1.2,3.4|. Reported procedure: A solution of 6-methanesulfonamido-3,4-dihydro-1'-(2-methylthioethyl)spiro[(2H)-1-benzopyran-2,4'-piperidine]-4-one (0.335 g, 0.871 mmol) in 15 mL of methanol was treated dropwise with a solution of Oxone® (0.803 g, 1.31 mmol) in 15 mL of water. The resulting mixture was stirred at 25° C. for 2 hours. The reaction mixture was then poured into 50 mL of saturated aqueous NaHCO3 and extracted with a total of 100 mL of ethyl acetate. The organic phase was dried (MgSO4), filtered, and concentrated in...